From a dataset of the Open Reaction Database (ORD), a public repository of structured organic reaction records. describe an organic reaction: reactants, conditions, products, and yield Reactants: CCN1CCOCC1, Cc1cc(N)c2cc(NC(=O)c3ccc(CN)cc3)ccc2n1, CN(C)C=O, O=C(O)c1cnccn1. The product is Cc1cc(N)c2cc(NC(=O)c3ccc(CNC(=O)c4cnccn4)cc3)ccc2n1. RXN SMILES: [CH2:33]([N:34]1[CH2:35][CH2:36][O:37][CH2:38][CH2:39]1)[CH3:40].[NH2:10][CH2:11][c:12]1[cH:13][cH:14][c:15]([C:16](=[O:17])[NH:18][c:19]2[cH:20][c:21]3[c:22]([NH2:30])[cH:23][c:24]([CH3:29])[n:25][c:26]3[cH:27][cH:28]2)[cH:31][cH:32]1.[O:41]=[CH:42][N:43]([CH3:44])[CH3:45].[n:1]1[c:2]([C:7](=[O:8])[OH:9])[cH:3][n:4][cH:5][cH:6]1>>[n:1]1[c:2]([C:7](=[O:9])[NH:10][CH2:11][c:12]2[cH:13][cH:14][c:15]([C:16](=[O:17])[NH:18][c:19]3[cH:20][c:21]4[c:22]([NH2:30])[cH:23][c:24]([CH3:29])[n:25][c:26]4[cH:27][cH:28]3)[cH:31][cH:32]2)[cH:3][n:4][cH:5][cH:6]1. Reactants: BrC1=CC(=C(C=C1)OCOC)OC1CCC1 (4-bromo-2-cyclobutoxy-1-methoxymethoxybenzene), O1CCOCC1 (1,4-dioxane), Cl (hydrogen chloride). Run in O (water). Reaction conditions: time 24 hour. Yields the product BrC1=CC(=C(C=C1)O)OC1CCC1 (4-Bromo-2-cyclobutoxyphenol). Isolated yield 49.9%. Reaction SMILES: [Br:1][C:2]1[CH:7]=[CH:6][C:5]([O:8]COC)=[C:4]([O:12][CH:13]2[CH2:16][CH2:15][CH2:14]2)[CH:3]=1.O1CCOCC1.Cl>O>[Br:1][C:2]1[CH:7]=[CH:6][C:5]([OH:8])=[C:4]([O:12][CH:13]2[CH2:16][CH2:15][CH2:14]2)[CH:3]=1. Procedure details: To 7.26 g (25.3 mmol) of 4-bromo-2-cyclobutoxy-1-methoxymethoxybenzene obtained in Reference Example 5-(c) was added 30 ml of 1,4-dioxane solution containing 4N hydrogen chloride, and the mixture was stirred at room temperature for 24 hours. After completion of the reaction, 100 ml of water was added to the reaction mixture, and the mixture was extracted with diethyl ether. The organic layer after separation was washed with a saturated aqueous solution of sodium chloride, dried over anhydrous so... The reactants are BrB(Br)Br, CCCN(C1CCC1)C1COc2c(F)ccc(OC)c2C1, ClCCl, Cl. RXN SMILES: [B:23]([Br:24])([Br:25])[Br:26].[CH:2]1([N:6]([CH2:7][CH2:8][CH3:9])[CH:10]2[CH2:11][O:12][c:13]3[c:14]([c:16]([O:21][CH3:22])[cH:17][cH:18][c:19]3[F:20])[CH2:15]2)[CH2:3][CH2:4][CH2:5]1.[Cl:27][CH2:28][Cl:29].[ClH:1]>>[CH:2]1([N:6]([CH2:7][CH2:8][CH3:9])[CH:10]2[CH2:11][O:12][c:13]3[c:14]([c:16]([OH:21])[cH:17][cH:18][c:19]3[F:20])[CH2:15]2)[CH2:3][CH2:4][CH2:5]1. The product is CCCN(C1CCC1)C1COc2c(F)ccc(O)c2C1.